This data is from the Open Reaction Database (ORD), a public repository of structured organic reaction records. The task is: describe an organic reaction: reactants, conditions, products, and yield Starting materials: C(C)(=O)OC(C)=O (Acetic anhydride), N1=CC=C(C=C1)C=O (pyridine-4-carboxaldehyde), C(C)N (ethyl amine), [BH4-].[Na+] (sodium borohydride), C([O-])([O-])=O.[Na+].[Na+] (Sodium carbonate). Run in C1CCCCC1 (Cyclohexane), O (water), C(C)O (Ethanol). Run at time 20 minute. Product: C(C)N(C(C)=O)CC1=CC=NC=C1 (N-Ethyl-N-[(4-pyridinyl)methyl]acetamide). Isolated yield 82.0%. RXN SMILES: [N:1]1[CH:6]=[CH:5][C:4]([CH:7]=O)=[CH:3][CH:2]=1.[CH2:9]([NH2:11])[CH3:10].[BH4-].[Na+].[C:14](OC(=O)C)(=[O:16])[CH3:15].C(=O)([O-])[O-].[Na+].[Na+]>C(O)C.C1CCCCC1.O>[CH2:9]([N:11]([CH2:7][C:4]1[CH:3]=[CH:2][N:1]=[CH:6][CH:5]=1)[C:14](=[O:16])[CH3:15])[CH3:10] |f:2.3,5.6.7|. Procedure: A mixture of pyridine-4-carboxaldehyde (XI; 10.71 g, 0.1 mole) and ethyl amine (12.88 g of a 70% water solution, 0.2 mole) were stirred for 20 min. Cyclohexane (75 ml) was added and the mixture was refluxed for 16 hrs under a Dean-Stark trap. The mixture was then concentrated in vacuo. Ethanol (100 ml) and sodium borohydride (five 0.4 g tablets, 50 mmole) were then added to the residue and mixture was stirred for 3 hrs in an ice bath. The mixture was concentrated in vacuo and the residue was dis... Reactants: CCOC(=O)CCCc1ccc(Br)cc1, Cc1noc(-c2ccc(B3OC(C)(C)C(C)(C)O3)cc2)c1NC(=O)OC(C)c1ccccc1Cl, Cl[Pd]Cl, c1ccc(P(c2ccccc2)c2ccccc2)cc1, c1ccc(P(c2ccccc2)c2ccccc2)cc1. Product: CCOC(=O)CCCc1ccc(-c2ccc(-c3onc(C)c3NC(=O)OC(C)c3ccccc3Cl)cc2)cc1. RXN SMILES: [CH2:35]([CH3:36])[O:37][C:38]([CH2:39][CH2:40][CH2:41][c:42]1[cH:43][cH:44][c:45]([Br:48])[cH:46][cH:47]1)=[O:49].[Cl:1][c:2]1[c:3]([CH:8]([CH3:9])[O:10][C:11]([NH:12][c:13]2[c:14]([CH3:33])[n:15][o:16][c:17]2-[c:18]2[cH:19][cH:20][c:21]([B:24]3[O:25][C:26]([CH3:27])([CH3:28])[C:29]([CH3:30])([CH3:31])[O:32]3)[cH:22][cH:23]2)=[O:34])[cH:4][cH:5][cH:6][cH:7]1.[Pd:50]([Cl:51])[Cl:52].[c:53]1([P:54]([c:55]2[cH:56][cH:57][cH:58][cH:59][cH:60]2)[c:61]2[cH:62][cH:63][cH:64][cH:65][cH:66]2)[cH:67][cH:68][cH:69][cH:70][cH:71]1.[c:72]1([P:73]([c:74]2[cH:75][cH:76][cH:77][cH:78][cH:79]2)[c:80]2[cH:81][cH:82][cH:83][cH:84][cH:85]2)[cH:86][cH:87][cH:88][cH:89][cH:90]1>>[Cl:1][c:2]1[c:3]([CH:8]([CH3:9])[O:10][C:11]([NH:12][c:13]2[c:14]([CH3:33])[n:15][o:16][c:17]2-[c:18]2[cH:19][cH:20][c:21](-[c:45]3[cH:44][cH:43][c:42]([CH2:41][CH2:40][CH2:39][C:38]([O:37][CH2:35][CH3:36])=[O:49])[cH:47][cH:46]3)[cH:22][cH:23]2)=[O:34])[cH:4][cH:5][cH:6][cH:7]1.